Task: describe an organic reaction: reactants, conditions, products, and yield. Dataset: the Open Reaction Database (ORD), a public repository of structured organic reaction records Starting materials: CC#N, Cn1ccnc1, CCCCCCl. The product is CCCCC[n+]1ccn(C)c1, [Cl-]. Reaction SMILES: [CH3:13][C:14]#[N:15].[CH3:1][n:2]1[cH:3][n:4][cH:5][cH:6]1.[Cl:7][CH2:8][CH2:9][CH2:10][CH2:11][CH3:12]>>[CH3:1][n:2]1[cH:3][n+:4]([CH2:8][CH2:9][CH2:10][CH2:11][CH3:12])[cH:5][cH:6]1.[Cl-:7]. Reactants: CO, CN(C(=O)c1ccc([N+](=O)[O-])cc1)c1ccc(Nc2ccncc2)cc1, Cl. Product: CN(C(=O)c1ccc(N)cc1)c1ccc(Nc2ccncc2)cc1, Cl. RXN SMILES: [CH3:28][OH:29].[CH3:2][N:3]([C:4]([c:5]1[cH:6][cH:7][c:8]([N+:11]([O-:12])=[O:13])[cH:9][cH:10]1)=[O:14])[c:15]1[cH:16][cH:17][c:18]([NH:21][c:22]2[cH:23][cH:24][n:25][cH:26][cH:27]2)[cH:19][cH:20]1.[ClH:1]>>[CH3:2][N:3]([C:4]([c:5]1[cH:6][cH:7][c:8]([NH2:11])[cH:9][cH:10]1)=[O:14])[c:15]1[cH:16][cH:17][c:18]([NH:21][c:22]2[cH:23][cH:24][n:25][cH:26][cH:27]2)[cH:19][cH:20]1.[ClH:1]. The reactants are Cl[O-].[Na+] (sodium hypochlorite), 56, O=C1C=C(CC(C)(C)C1)C (isophorone), C([O-])([O-])=O.[Na+].[Na+] (sodium carbonate), O=C1C=C(CC(C)(C)C1)C (isophorone), I(=O)(=O)(=O)[O-] (periodate), Cl[O-].[Na+] (sodium hypochlorite). Solvent: C(Cl)Cl (methylene chloride), C(Cl)Cl (methylene chloride). Product: 37.7, O=C(CC(CC(=O)O)(C)C)C (5-keto-3,3-dimethylhexanoic acid). RXN SMILES: I([O-])(=O)(=O)=O.Cl[O-].[Na+].[O:9]=[C:10]1[CH2:17][C:14]([CH3:16])([CH3:15])[CH2:13]C(C)=[CH:11]1.[C:19](=[O:22])([O-])[O-:20].[Na+].[Na+]>C(Cl)Cl>[O:9]=[C:10]([CH3:11])[CH2:17][C:14]([CH3:16])([CH3:15])[CH2:13][C:19]([OH:20])=[O:22] |f:1.2,4.5.6|. Reported procedure: The above oxidation procedure was repeated, except that in place of periodate there was utilized sodium hypochlorite. There was added slowly about 2700 parts of an aqueous 5% sodium hypochlorite solution to a solution of 56 parts of isophorone in about 200 parts of methylene chloride. An exothermic reaction resulted causing the methylene chloride to reflux. The organic phase was analyzed shortly after the addition was complete and it was found that all of the isophorone had reacted. The aqueous ... Starting materials: P(Br)(Br)Br (phosphorus tribromide), C1OC=2C=C(C=CC2O1)CCCO (3-(3,4-methylenedioxyphenyl)-1-propanol), O (water). The solvent is C(C)OCC (diethyl ether). The product is BrCCCC1=CC2=C(C=C1)OCO2 (1-(3-bromopropyl)-3,4-methylenedioxybenzene). Reaction SMILES: [CH2:1]1[O:9][C:8]2[CH:7]=[CH:6][C:5]([CH2:10][CH2:11][CH2:12]O)=[CH:4][C:3]=2[O:2]1.P(Br)(Br)[Br:15].O>C(OCC)C>[Br:15][CH2:12][CH2:11][CH2:10][C:5]1[CH:6]=[CH:7][C:8]2[O:9][CH2:1][O:2][C:3]=2[CH:4]=1. Procedure: Compound 21-1 (9.72 g) was dissolved in diethyl ether (100 ml), phosphorus tribromide (5.27 ml) was added under ice-cooling, and the mixture was stirred under ice-cooling for 6.5 hr. To the reaction mixture was slowly added water was added, and the mixture was extracted with diethyl ether. The organic layer was washed with saturated brine and dried over anhydrous magnesium sulfate. The solvent was evaporated under reduced pressure to give the object product (5.05 g) as a pale-yellow oil. Reactants: CN(C)C, CCO, NC1CCCC1, Nc1nc(Cl)c2ncn(C3OC(CO)C(O)C3O)c2n1. The product is Nc1nc(NC2CCCC2)c2ncn(C3OC(CO)C(O)C3O)c2n1. As a reaction SMILES: [CH3:27][N:28]([CH3:29])[CH3:30].[CH3:31][CH2:32][OH:33].[CH:21]1([NH2:26])[CH2:22][CH2:23][CH2:24][CH2:25]1.[NH2:1][c:2]1[n:3][c:4]([Cl:20])[c:5]2[n:6][cH:7][n:8]([CH:11]3[O:12][CH:13]([CH2:18][OH:19])[CH:14]([OH:17])[CH:15]3[OH:16])[c:9]2[n:10]1>>[NH2:1][c:2]1[n:3][c:4]([NH:26][CH:21]2[CH2:22][CH2:23][CH2:24][CH2:25]2)[c:5]2[n:6][cH:7][n:8]([CH:11]3[O:12][CH:13]([CH2:18][OH:19])[CH:14]([OH:17])[CH:15]3[OH:16])[c:9]2[n:10]1. The reactants are FC(C(=O)OCC)(CCCC(C(C(C(F)(F)F)(F)F)(F)F)(F)F)F (ethyl 2,2,6,6,7,7,8,8,9,9,9-undecafluorononanoate), [OH-].[Na+] (sodium hydroxide), O (water). Yields the product FC(C(=O)[O-])(CCCC(C(C(C(F)(F)F)(F)F)(F)F)(F)F)F.[Na+] (Sodium 2,2,6,6,7,7,8,8,9,9,9-undecafluoro-nonanoate). Reported procedure: Sodium 2,2,6,6,7,7,8,8,9,9,9-undecafluoro-nonanoate (60 g, 99% yield, formula above) was prepared from ethyl 2,2,6,6,7,7,8,8,9,9,9-undecafluorononanoate (61.5 g, 0.16 mol), sodium hydroxide (6.5 g, 0.163 mol), water (100 mL) and methanol (100 mL) according to the procedure of Example 7. As a reaction SMILES: [F:1][C:2]([F:24])([CH2:8][CH2:9][CH2:10][C:11]([F:23])([F:22])[C:12]([F:21])([F:20])[C:13]([F:19])([F:18])[C:14]([F:17])([F:16])[F:15])[C:3]([O:5]CC)=[O:4].[OH-].[Na+:26].O>CO>[F:1][C:2]([F:24])([CH2:8][CH2:9][CH2:10][C:11]([F:22])([F:23])[C:12]([F:20])([F:21])[C:13]([F:19])([F:18])[C:14]([F:15])([F:16])[F:17])[C:3]([O-:5])=[O:4].[Na+:26] |f:1.2,5.6|. Solvent: CO (methanol). Yield: 99.2%.